This data is from the Open Reaction Database (ORD), a public repository of structured organic reaction records. The task is: describe an organic reaction: reactants, conditions, products, and yield The reactants are CC(C)n1ncnc1-c1cn2c(n1)-c1ccc(Br)cc1OCC2, CC1(C)OB(c2cnc(N)nc2)OC1(C)C, CS(C)=O. Product: CC(C)n1ncnc1-c1cn2c(n1)-c1ccc(-c3cnc(N)nc3)cc1OCC2. Reaction SMILES: [Br:1][c:2]1[cH:3][c:4]2[c:5]([cH:22][cH:23]1)-[c:6]1[n:7]([cH:11][c:12](-[c:14]3[n:15][cH:16][n:17][n:18]3[CH:19]([CH3:20])[CH3:21])[n:13]1)[CH2:8][CH2:9][O:10]2.[CH3:24][C:25]1([CH3:26])[C:27]([CH3:28])([CH3:29])[O:30][B:31]([c:32]2[cH:33][n:34][c:35]([NH2:38])[n:36][cH:37]2)[O:39]1.[CH3:40][S:41]([CH3:42])=[O:43]>>[c:2]1(-[c:32]2[cH:33][n:34][c:35]([NH2:38])[n:36][cH:37]2)[cH:3][c:4]2[c:5]([cH:22][cH:23]1)-[c:6]1[n:7]([cH:11][c:12](-[c:14]3[n:15][cH:16][n:17][n:18]3[CH:19]([CH3:20])[CH3:21])[n:13]1)[CH2:8][CH2:9][O:10]2. The reactants are CC(C(=O)O)C(C(=O)O)C (2,3-dimethyl succinic acid), C(C)(=O)Cl (acetyl chloride). Run at temperature 65 celsius. Yields the product CC1C(=O)OC(C1C)=O (2,3-Dimethyl succinic anhydride). RXN SMILES: [CH3:1][CH:2]([CH:6]([CH3:10])[C:7]([OH:9])=[O:8])[C:3](O)=[O:4].C(Cl)(=O)C>>[CH3:1][CH:2]1[CH:6]([CH3:10])[C:7](=[O:9])[O:8][C:3]1=[O:4]. Procedure: To the 2,3-dimethyl succinic acid (5.13 g, 35.1 mmol), was added acetyl chloride (8.27 g, 7.49 mL, 105 mmol) at room temperature. The reaction mixture was refluxed at about 65° C. for 2 hrs. Workup consisted of concentration in vacuo, and drying in high vacuo. The desired product (4.95 g, with a little impurity of acetic acid) was obtained as a white solid. Reactants: C([O-])([O-])=O.[K+].[K+] (potassium carbonate), OC1=C(C=CC(=C1)[N+](=O)[O-])CCC(=O)N1CCCC1 (3-(2-hydroxy-4-nitrophenyl)-1-pyrrolidin-1-yl-propan-1-one), IC (iodomethane). Solvent: CN(C=O)C (dimethylformamide). Conditions: time 5 hour. The product is COC1=C(C=CC(=C1)[N+](=O)[O-])CCC(=O)N1CCCC1 (3-(2-methoxy-4-nitrophenyl)-1-pyrrolidin-1-yl-propan-1-one). The yield is 94.1%. Reaction SMILES: [OH:1][C:2]1[CH:7]=[C:6]([N+:8]([O-:10])=[O:9])[CH:5]=[CH:4][C:3]=1[CH2:11][CH2:12][C:13]([N:15]1[CH2:19][CH2:18][CH2:17][CH2:16]1)=[O:14].[C:20](=O)([O-])[O-].[K+].[K+].IC>CN(C)C=O>[CH3:20][O:1][C:2]1[CH:7]=[C:6]([N+:8]([O-:10])=[O:9])[CH:5]=[CH:4][C:3]=1[CH2:11][CH2:12][C:13]([N:15]1[CH2:16][CH2:17][CH2:18][CH2:19]1)=[O:14] |f:1.2.3|. Procedure: This amide (900 mg, 3.4 mmol) was dissolved in dimethylformamide (100 ml) and potassium carbonate (516 mg) added, followed by iodomethane (0.6 ml, 3.7 mmol). The solution was stirred for 5 hours, then concentrated in vacuo. The residual oil was partitioned between ethyl acetate (50 ml) and H2O (50 ml), the aqueous layer extracted with ethyl acetate (3×50 ml), the combined organic phases washed with brine (20 ml), dried (MgSO4) and evaporated to yield 3-(2-methoxy-4-nitrophenyl)-1-pyrrolidin-1-yl... The reactants are Cc1ccc(S(=O)(=O)OCC2COc3ccc4c(c3O2)CC(=O)N4)cc1, CS(C)=O, NCc1ccccc1. Product: O=C1Cc2c(ccc3c2OC(CNCc2ccccc2)CO3)N1. As a reaction SMILES: [CH3:1][c:2]1[cH:3][cH:4][c:5]([S:6]([O:7][CH2:12][CH:13]2[CH2:14][O:15][c:16]3[c:17]([c:18]4[c:22]([cH:23][cH:24]3)[NH:21][C:20](=[O:25])[CH2:19]4)[O:26]2)(=[O:8])=[O:9])[cH:10][cH:11]1.[CH3:35][S:36]([CH3:37])=[O:38].[NH2:27][CH2:28][c:29]1[cH:30][cH:31][cH:32][cH:33][cH:34]1>>[CH2:12]([CH:13]1[CH2:14][O:15][c:16]2[c:17]([c:18]3[c:22]([cH:23][cH:24]2)[NH:21][C:20](=[O:25])[CH2:19]3)[O:26]1)[NH:27][CH2:28][c:29]1[cH:30][cH:31][cH:32][cH:33][cH:34]1. Reactants: BrCCCCOc1ccccc1, COC(=O)C(=O)c1ccc(O)cc1, CN(C)C=O, [H-], [Na+]. The product is COC(=O)C(=O)c1ccc(OCCCCOc2ccccc2)cc1. As a reaction SMILES: [Br:16][CH2:17][CH2:18][CH2:19][CH2:20][O:21][c:22]1[cH:23][cH:24][cH:25][cH:26][cH:27]1.[CH3:1][O:2][C:3]([C:4]([c:5]1[cH:6][cH:7][c:8]([OH:11])[cH:9][cH:10]1)=[O:12])=[O:13].[CH3:28][N:29]([CH3:30])[CH:31]=[O:32].[H-:14].[Na+:15]>>[CH3:1][O:2][C:3]([C:4]([c:5]1[cH:6][cH:7][c:8]([O:11][CH2:17][CH2:18][CH2:19][CH2:20][O:21][c:22]2[cH:23][cH:24][cH:25][cH:26][cH:27]2)[cH:9][cH:10]1)=[O:12])=[O:13]. Starting materials: CN1CCC(c2ccc(Nc3cc(Br)cn(C)c3=O)nc2)CC1, CC(=O)OCc1c(B2OC(C)(C)C(C)(C)O2)cc(F)cc1N1CCn2c(cc3c2CCCC3)C1=O, O=C([O-])[O-], ClCCl, COCCOC, [Na+], [Na+], c1ccc(P(c2ccccc2)(c2ccccc2)[Pd](P(c2ccccc2)(c2ccccc2)c2ccccc2)(P(c2ccccc2)(c2ccccc2)c2ccccc2)P(c2ccccc2)(c2ccccc2)c2ccccc2)cc1. Yields the product CC(=O)OCc1c(-c2cc(Nc3ccc(C4CCN(C)CC4)cn3)c(=O)n(C)c2)cc(F)cc1N1CCn2c(cc3c2CCCC3)C1=O. Reaction SMILES: [Br:1][c:2]1[cH:3][c:4]([NH:10][c:11]2[n:12][cH:13][c:14]([CH:17]3[CH2:18][CH2:19][N:20]([CH3:23])[CH2:21][CH2:22]3)[cH:15][cH:16]2)[c:5](=[O:9])[n:6]([CH3:8])[cH:7]1.[C:24]([CH3:25])(=[O:26])[O:27][CH2:28][c:29]1[c:30]([B:50]2[O:51][C:52]([CH3:53])([CH3:54])[C:55]([CH3:56])([CH3:57])[O:58]2)[cH:31][c:32]([F:49])[cH:33][c:34]1[N:35]1[C:36](=[O:48])[c:37]2[n:38]([c:39]3[c:44]([cH:45]2)[CH2:43][CH2:42][CH2:41][CH2:40]3)[CH2:46][CH2:47]1.[C:59](=[O:60])([O-:61])[O-:62].[CH2:148]([Cl:149])[Cl:150].[CH3:65][O:66][CH2:67][CH2:68][O:69][CH3:70].[Na+:63].[Na+:64].[cH:71]1[cH:72][cH:73][c:74]([P:75]([Pd:76]([P:77]([c:78]2[cH:79][cH:80][cH:81][cH:82][cH:83]2)([c:84]2[cH:85][cH:86][cH:87][cH:88][cH:89]2)[c:90]2[cH:91][cH:92][cH:93][cH:94][cH:95]2)([P:96]([c:97]2[cH:98][cH:99][cH:100][cH:101][cH:102]2)([c:103]2[cH:104][cH:105][cH:106][cH:107][cH:108]2)[c:109]2[cH:110][cH:111][cH:112][cH:113][cH:114]2)[P:115]([c:116]2[cH:117][cH:118][cH:119][cH:120][cH:121]2)([c:122]2[cH:123][cH:124][cH:125][cH:126][cH:127]2)[c:128]2[cH:129][cH:130][cH:131][cH:132][cH:133]2)([c:134]2[cH:135][cH:136][cH:137][cH:138][cH:139]2)[c:140]2[cH:141][cH:142][cH:143][cH:144][cH:145]2)[cH:146][cH:147]1>>[c:2]1(-[c:30]2[c:29]([CH2:28][O:27][C:24]([CH3:25])=[O:26])[c:34]([N:35]3[C:36](=[O:48])[c:37]4[n:38]([c:39]5[c:44]([cH:45]4)[CH2:43][CH2:42][CH2:41][CH2:40]5)[CH2:46][CH2:47]3)[cH:33][c:32]([F:49])[cH:31]2)[cH:3][c:4]([NH:10][c:11]2[n:12][cH:13][c:14]([CH:17]3[CH2:18][CH2:19][N:20]([CH3:23])[CH2:21][CH2:22]3)[cH:15][cH:16]2)[c:5](=[O:9])[n:6]([CH3:8])[cH:7]1. The reactants are COC(=O)C(C)(C)C(c1ccccc1)c1ccc(Br)cc1, CC(C)(C)P(c1ccccc1-c1ccccc1)C(C)(C)C, CC(=O)[O-], CC(=O)[O-], C1CCNCC1, CC(C)(C)[O-], Cc1ccccc1, [Na+], [Pd+2]. Yields the product COC(=O)C(C)(C)C(c1ccccc1)c1ccc(N2CCCCC2)cc1. Reaction SMILES: [Br:1][c:2]1[cH:3][cH:4][c:5]([CH:8]([C:9]([C:10](=[O:11])[O:12][CH3:13])([CH3:14])[CH3:15])[c:16]2[cH:17][cH:18][cH:19][cH:20][cH:21]2)[cH:6][cH:7]1.[C:28]([P:29]([C:30]([CH3:31])([CH3:32])[CH3:33])[c:34]1[cH:35][cH:36][cH:37][cH:38][c:39]1-[c:40]1[cH:41][cH:42][cH:43][cH:44][cH:45]1)([CH3:46])([CH3:47])[CH3:48].[C:62]([O-:63])(=[O:64])[CH3:65].[C:67]([O-:68])(=[O:69])[CH3:70].[CH2:22]1[CH2:23][CH2:24][NH:25][CH2:26][CH2:27]1.[CH3:49][C:50]([CH3:51])([O-:52])[CH3:53].[CH3:55][c:56]1[cH:57][cH:58][cH:59][cH:60][cH:61]1.[Na+:54].[Pd+2:66]>>[c:2]1([N:25]2[CH2:24][CH2:23][CH2:22][CH2:27][CH2:26]2)[cH:3][cH:4][c:5]([CH:8]([C:9]([C:10](=[O:11])[O:12][CH3:13])([CH3:14])[CH3:15])[c:16]2[cH:17][cH:18][cH:19][cH:20][cH:21]2)[cH:6][cH:7]1. Reactants: Cc1cc(C2(C#N)CCN(C(=O)OC(C)(C)C)CC2)no1, ClCCl. The product is Cc1cc(C2(CN)CCN(C(=O)OC(C)(C)C)CC2)no1. As a reaction SMILES: [C:1](#[N:2])[C:3]1([c:16]2[n:17][o:18][c:19]([CH3:21])[cH:20]2)[CH2:4][CH2:5][N:6]([C:9](=[O:10])[O:11][C:12]([CH3:13])([CH3:14])[CH3:15])[CH2:7][CH2:8]1.[Cl:22][CH2:23][Cl:24]>>[CH2:1]([NH2:2])[C:3]1([c:16]2[n:17][o:18][c:19]([CH3:21])[cH:20]2)[CH2:4][CH2:5][N:6]([C:9](=[O:10])[O:11][C:12]([CH3:13])([CH3:14])[CH3:15])[CH2:7][CH2:8]1. Starting materials: [Br-].NC1=[N+](C=CC=C1)CC1=CC=CC=C1 (2-amino-1-(phenylmethyl)pyridinium bromide), C[O-].[Na+] (sodium methoxide). Run in CO (methanol). The product is C1(=CC=CC=C1)CN1C(C=CC=C1)=N (1-(phenylmethyl)-2(1H)-pyridinimine). Isolated yield 96.6%. RXN SMILES: [Br-].[NH2:2][C:3]1[CH:8]=[CH:7][CH:6]=[CH:5][N+:4]=1[CH2:9][C:10]1[CH:15]=[CH:14][CH:13]=[CH:12][CH:11]=1.C[O-].[Na+]>CO>[C:10]1([CH2:9][N:4]2[CH:5]=[CH:6][CH:7]=[CH:8][C:3]2=[NH:2])[CH:11]=[CH:12][CH:13]=[CH:14][CH:15]=1 |f:0.1,2.3|. Procedure details: To a solution of 2-amino-1-(phenylmethyl)pyridinium bromide (94.5 g) in 700 ml of methanol is added, portionwise, a total of 38.5 g of sodium methoxide. The mixture is stirred and heated under reflux conditions for 2.5 hours. Workup yields 63.4 g of the title compound, melting point 52°-54°C. The reactants are Cc1cc(N)ccc1Oc1cccc(OC(F)(F)F)c1, CCOC(C)=O, CC(C)O, CC(C)(C)OC(=O)NCCn1ccc2ncnc(Cl)c21. Yields the product Cc1cc(Nc2ncnc3ccn(CCNC(=O)OC(C)(C)C)c23)ccc1Oc1cccc(OC(F)(F)F)c1. Reaction SMILES: [CH3:21][c:22]1[cH:23][c:24]([NH2:25])[cH:26][cH:27][c:28]1[O:29][c:30]1[cH:31][c:32]([O:36][C:37]([F:38])([F:39])[F:40])[cH:33][cH:34][cH:35]1.[CH3:45][CH2:46][O:47][C:48](=[O:49])[CH3:50].[CH:41]([OH:42])([CH3:43])[CH3:44].[Cl:1][c:2]1[c:3]2[c:4]([n:5][cH:6][n:7]1)[cH:8][cH:9][n:10]2[CH2:11][CH2:12][NH:13][C:14]([O:15][C:16]([CH3:17])([CH3:18])[CH3:19])=[O:20]>>[c:2]1([NH:25][c:24]2[cH:23][c:22]([CH3:21])[c:28]([O:29][c:30]3[cH:31][c:32]([O:36][C:37]([F:38])([F:39])[F:40])[cH:33][cH:34][cH:35]3)[cH:27][cH:26]2)[c:3]2[c:4]([n:5][cH:6][n:7]1)[cH:8][cH:9][n:10]2[CH2:11][CH2:12][NH:13][C:14]([O:15][C:16]([CH3:17])([CH3:18])[CH3:19])=[O:20].